Task: describe an organic reaction: reactants, conditions, products, and yield. Dataset: the Open Reaction Database (ORD), a public repository of structured organic reaction records The reactants are C1(CC1)COC1=C(C=CC(=N1)C(=O)O)N1CC(C1)(F)F (6-cyclopropylmethoxy-5-(3,3-difluoro-azetidin-1-yl)-pyridine-2-carboxylic acid), C(C)(C)(C)N (tert-butylamine). Yields the product C(C)(C)(C)NC(=O)C1=NC(=C(C=C1)N1CC(C1)(F)F)OCC1CC1 (6-Cyclopropylmethoxy-5-(3,3-difluoro-azetidin-1-yl)-pyridine-2-carboxylic acid tert-butylamide). RXN SMILES: [CH:1]1([CH2:4][O:5][C:6]2[N:11]=[C:10]([C:12]([OH:14])=O)[CH:9]=[CH:8][C:7]=2[N:15]2[CH2:18][C:17]([F:20])([F:19])[CH2:16]2)[CH2:3][CH2:2]1.[C:21]([NH2:25])([CH3:24])([CH3:23])[CH3:22]>>[C:21]([NH:25][C:12]([C:10]1[CH:9]=[CH:8][C:7]([N:15]2[CH2:18][C:17]([F:20])([F:19])[CH2:16]2)=[C:6]([O:5][CH2:4][CH:1]2[CH2:2][CH2:3]2)[N:11]=1)=[O:14])([CH3:24])([CH3:23])[CH3:22]. Reported procedure: The title compound was synthesized in analogy to Example 1, using 6-cyclopropylmethoxy-5-(3,3-difluoro-azetidin-1-yl)-pyridine-2-carboxylic acid (Example 69 b) and tert-butylamine (CAN 75-64-9) as starting materials. MS (EI): m/e=340.5 [M+H]+. The reactants are CCOC(C)=O, CN(C)O, CO, CN(C)C=O, ClCc1nnc2n1-c1ccc(Cl)cc1C(c1ccccc1)=NC2, [H-], [Na+], O. Product: CN(C)Cc1nnc2n1-c1ccc(Cl)cc1C(c1ccccc1)=NC2. Reaction SMILES: [C:30]([O:31][CH2:32][CH3:33])(=[O:34])[CH3:35].[CH3:1][N:2]([OH:3])[CH3:4].[CH3:36][OH:37].[CH3:38][N:39]([CH3:40])[CH:41]=[O:42].[Cl:7][c:8]1[cH:9][cH:10][c:11]2[c:12]([cH:29]1)[C:13]([c:23]1[cH:24][cH:25][cH:26][cH:27][cH:28]1)=[N:14][CH2:15][c:16]1[n:17]-2[c:18]([CH2:21][Cl:22])[n:19][n:20]1.[H-:5].[Na+:6].[OH2:43]>>[CH3:1][N:2]([CH3:4])[CH2:21][c:18]1[n:17]2[c:16]([n:20][n:19]1)[CH2:15][N:14]=[C:13]([c:23]1[cH:24][cH:25][cH:26][cH:27][cH:28]1)[c:12]1[c:11]-2[cH:10][cH:9][c:8]([Cl:7])[cH:29]1. Reactants: C1(CC1)COC1=C(C=CC(=N1)C(=O)O)N1CC(C1)(F)F (6-cyclopropylmethoxy-5-(3,3-difluoro-azetidin-1-yl)-pyridine-2-carboxylic acid), CC1=NC(=NO1)C(N)CC(C)C (5-methyl-α-(2-methylpropyl)-1,2,4-oxadiazole-3-methanamine). The product is CC(CC(C1=NOC(=N1)C)NC(=O)C1=NC(=C(C=C1)N1CC(C1)(F)F)OCC1CC1)C (6-Cyclopropylmethoxy-5-(3,3-difluoro-azetidin-1-yl)-pyridine-2-carboxylic acid [3-methyl-1-(5-methyl-[1,2,4]oxadiazol-3-yl)-butyl]-amide). As a reaction SMILES: [CH:1]1([CH2:4][O:5][C:6]2[N:11]=[C:10]([C:12]([OH:14])=O)[CH:9]=[CH:8][C:7]=2[N:15]2[CH2:18][C:17]([F:20])([F:19])[CH2:16]2)[CH2:3][CH2:2]1.[CH3:21][C:22]1[O:26][N:25]=[C:24]([CH:27]([CH2:29][CH:30]([CH3:32])[CH3:31])[NH2:28])[N:23]=1>>[CH3:31][CH:30]([CH3:32])[CH2:29][CH:27]([NH:28][C:12]([C:10]1[CH:9]=[CH:8][C:7]([N:15]2[CH2:18][C:17]([F:20])([F:19])[CH2:16]2)=[C:6]([O:5][CH2:4][CH:1]2[CH2:2][CH2:3]2)[N:11]=1)=[O:14])[C:24]1[N:23]=[C:22]([CH3:21])[O:26][N:25]=1. Procedure: The title compound was synthesized in analogy to Example 1, using 6-cyclopropylmethoxy-5-(3,3-difluoro-azetidin-1-yl)-pyridine-2-carboxylic acid (Example 69 b) and 5-methyl-α-(2-methylpropyl)-1,2,4-oxadiazole-3-methanamine (CAN 1155538-06-9) as starting materials. MS (EI): m/e=436.0 [M+H]+. Starting materials: O=C(O)C1(C(F)(F)F)CC1, CC1(c2cc(N)ccc2F)N=C(N)OCC1(F)F. Yields the product CC1(c2cc(NC(=O)C3(C(F)(F)F)CC3)ccc2F)N=C(N)OCC1(F)F. As a reaction SMILES: [F:19][C:20]([C:21]1([C:24](=[O:25])[OH:26])[CH2:22][CH2:23]1)([F:27])[F:28].[NH2:1][c:2]1[cH:3][cH:4][c:5]([F:18])[c:6]([C:8]2([CH3:17])[N:9]=[C:10]([NH2:16])[O:11][CH2:12][C:13]2([F:14])[F:15])[cH:7]1>>[NH:1]([c:2]1[cH:3][cH:4][c:5]([F:18])[c:6]([C:8]2([CH3:17])[N:9]=[C:10]([NH2:16])[O:11][CH2:12][C:13]2([F:14])[F:15])[cH:7]1)[C:24]([C:21]1([C:20]([F:19])([F:27])[F:28])[CH2:22][CH2:23]1)=[O:25]. The reactants are solid, BrC1=CC(=CC=2C(=C3N(C12)CCNC3=O)C)C#N (6-bromo-10-methyl-1-oxo-1,2,3,4-tetrahydro-pyrazino[1,2-a]indole-8-carbonitrile), BrC1=CC(=CC=2C(=C3N(C12)CCNC3=O)C)C#N (6-bromo-10-methyl-1-oxo-1,2,3,4-tetrahydro-pyrazino[1,2-a]indole-8-carbonitrile), FC1=C(C=C(C=C1)B(O)O)C (4-fluoro-3-methyl-phenylboronic acid). Yields the product FC1=C(C=C(C=C1)C1=CC(=CC=2C(=C3N(C12)CCNC3=O)C)C#N)C (6-(4-Fluoro-3-methylphenyl)-10-methyl-1-oxo-3,4-dihydro-2H-pyrazino[1,2-a]indole-8-carbonitrile). RXN SMILES: Br[C:2]1[C:10]2[N:9]3[CH2:11][CH2:12][NH:13][C:14](=[O:15])[C:8]3=[C:7]([CH3:16])[C:6]=2[CH:5]=[C:4]([C:17]#[N:18])[CH:3]=1.[F:19][C:20]1[CH:25]=[CH:24][C:23](B(O)O)=[CH:22][C:21]=1[CH3:29]>>[F:19][C:20]1[CH:25]=[CH:24][C:23]([C:2]2[C:10]3[N:9]4[CH2:11][CH2:12][NH:13][C:14](=[O:15])[C:8]4=[C:7]([CH3:16])[C:6]=3[CH:5]=[C:4]([C:17]#[N:18])[CH:3]=2)=[CH:22][C:21]=1[CH3:29]. Procedure: The title compound, light yellow solid (73 mg, 88%), MS (ISP) m/z=334.6 [(M+H)+], mp 232° C., was prepared in accordance with the general method of example 1 from 6-bromo-10-methyl-1-oxo-1,2,3,4-tetrahydro-pyrazino[1,2-a]indole-8-carbonitrile (intermediate 16) (76 mg, 0.25 mmol) and commercially available 4-fluoro-3-methyl-phenylboronic acid (50.0 mg, 0.325 mmol). The reactants are C1CCC2=NCCCN2CC1, COCCOC, Cl, NCCNS(=O)(=O)c1ccc(Cl)cc1, CS(=O)c1nc(N)nc(-c2ccco2)c1C#N. Yields the product N#Cc1c(NCCNS(=O)(=O)c2ccc(Cl)cc2)nc(N)nc1-c1ccco1. RXN SMILES: [CH2:33]1[CH2:34][CH2:35][C:36]2=[N:41][CH2:40][CH2:39][CH2:38][N:37]2[CH2:42][CH2:43]1.[CH3:44][O:45][CH2:46][CH2:47][O:48][CH3:49].[ClH:18].[NH2:19][CH2:20][CH2:21][NH:22][S:23](=[O:24])(=[O:25])[c:26]1[cH:27][cH:28][c:29]([Cl:32])[cH:30][cH:31]1.[NH2:1][c:2]1[n:3][c:4]([S:15]([CH3:16])=[O:17])[c:5]([C:13]#[N:14])[c:6](-[c:8]2[o:9][cH:10][cH:11][cH:12]2)[n:7]1>>[NH2:1][c:2]1[n:3][c:4]([NH:19][CH2:20][CH2:21][NH:22][S:23](=[O:24])(=[O:25])[c:26]2[cH:27][cH:28][c:29]([Cl:32])[cH:30][cH:31]2)[c:5]([C:13]#[N:14])[c:6](-[c:8]2[o:9][cH:10][cH:11][cH:12]2)[n:7]1.